From a dataset of the Open Reaction Database (ORD), a public repository of structured organic reaction records. describe an organic reaction: reactants, conditions, products, and yield Starting materials: COC=1C=C(C(CC2C(CCCC2)=O)=O)C=CC1 (2-(m-methoxyphenacyl)cyclohexanone), NC1=CC=C(C(C(=O)O)=C1)O (5-aminosalicylic acid), crystals. The solvent is C(C)(=O)O (acetic acid). Yields the product C(=O)(O)C=1C=C(C=CC1O)N1C(=CC=2CCCCC12)C1=CC(=CC=C1)OC (1-(3-Carboxy-4-hydroxyphenyl)-2-(3-methoxyphenyl)-4,5,6,7-tetrahydroindole). RXN SMILES: [CH3:1][O:2][C:3]1[CH:4]=[C:5]([CH:16]=[CH:17][CH:18]=1)[C:6](=O)[CH2:7][CH:8]1[CH2:13][CH2:12][CH2:11][CH2:10][C:9]1=O.[NH2:19][C:20]1[CH:28]=[C:24]([C:25]([OH:27])=[O:26])[C:23]([OH:29])=[CH:22][CH:21]=1>C(O)(=O)C>[C:25]([C:24]1[CH:28]=[C:20]([N:19]2[C:9]3[CH2:10][CH2:11][CH2:12][CH2:13][C:8]=3[CH:7]=[C:6]2[C:5]2[CH:16]=[CH:17][CH:18]=[C:3]([O:2][CH3:1])[CH:4]=2)[CH:21]=[CH:22][C:23]=1[OH:29])([OH:27])=[O:26]. Reported procedure: A mixture of 24.6 g. (0.1 mole) of 2-(m-methoxyphenacyl)cyclohexanone, 15.3 g. (0.1 mole) of 5-aminosalicylic acid, and 65 ml. of glacial acetic acid was heated for 2 hours under reflux under nitrogen and cooled. The solid which separated was collected, washed with acetic acid and water, dried and recystallized from acetic acid to provide 23.4 g. (65%) of crystals, m.p. 175°-177°. Reactants: C(C)(C)N(CCN1C(=O)C(=O)C2=CC=CC=C12)C(C)C (1-(2-diisopropylaminoethyl)isatin), C1(=CC=CC=C1)NC(NN)=O (4-phenylsemicarbazide), C(C)O (ethanol). The reagents and catalysts are C(C)(=O)O (acetic acid). Solvent: O (water). Reaction conditions: temperature 70 celsius, time 3 hour. Product: C1(=CC=CC=C1)NC(N\N=C/1\C(N(C2=CC=CC=C12)CCN(C(C)C)C(C)C)=O)=O ((E)-1-(2-diisopropylaminoethyl)isatin 3-(4-phenylsemicarbazone)). The yield is 60.9%. Reaction SMILES: [CH:1]([N:4]([CH:18]([CH3:20])[CH3:19])[CH2:5][CH2:6][N:7]1[C:17]2[C:12](=[CH:13][CH:14]=[CH:15][CH:16]=2)[C:10](=O)[C:8]1=[O:9])([CH3:3])[CH3:2].[C:21]1([NH:27][C:28](=[O:31])[NH:29][NH2:30])[CH:26]=[CH:25][CH:24]=[CH:23][CH:22]=1.C(O)C>C(O)(=O)C.O>[C:21]1([NH:27][C:28](=[O:31])[NH:29]/[N:30]=[C:10]2/[C:8](=[O:9])[N:7]([CH2:6][CH2:5][N:4]([CH:18]([CH3:20])[CH3:19])[CH:1]([CH3:3])[CH3:2])[C:17]3[C:12]/2=[CH:13][CH:14]=[CH:15][CH:16]=3)[CH:22]=[CH:23][CH:24]=[CH:25][CH:26]=1. Procedure details: To a solution of 1.37 g of 1-(2-diisopropylaminoethyl)isatin and 0.86 g of 4-phenylsemicarbazide in ml of a mixture of ethanol and water (2:1) was added 3 drops of acetic acid, and the mixture was stirred for 3 hours at 70° C. The yellow precipitates were collected by filtration, and recrystallized from ethanol to obtain 1.24 g of (E)-1-(2-diisopropylaminoethyl)isatin 3-(4-phenylsemicarbazone) having a melting point of 157°-159° C. Reactants: CC(=O)O[BH-](OC(C)=O)OC(C)=O, Cc1cccc(C=O)n1, CC(=O)O, CCO, CCCCCC, CC(C)=O, [Na+], CCc1ccc(-c2ccc(C3(CC(=O)NOC4CCCCO4)CCNCCS3(=O)=O)s2)cc1. Product: CCc1ccc(-c2ccc(C3(CC(=O)NOC4CCCCO4)CCN(Cc4cccc(C)n4)CCS3(=O)=O)s2)cc1. Reaction SMILES: [C:43]([O:44][BH-:45]([O:46][C:47](=[O:48])[CH3:49])[O:50][C:51](=[O:52])[CH3:53])(=[O:54])[CH3:55].[CH3:34][c:35]1[cH:36][cH:37][cH:38][c:39]([CH:41]=[O:42])[n:40]1.[CH3:57][C:58](=[O:59])[OH:60].[CH3:61][CH2:62][OH:63].[CH3:64][CH2:65][CH2:66][CH2:67][CH2:68][CH3:69].[CH3:70][C:71]([CH3:72])=[O:73].[Na+:56].[O:1]1[CH:2]([O:7][NH:8][C:9]([CH2:10][C:11]2([c:20]3[s:21][c:22](-[c:25]4[cH:26][cH:27][c:28]([CH2:31][CH3:32])[cH:29][cH:30]4)[cH:23][cH:24]3)[CH2:12][CH2:13][NH:14][CH2:15][CH2:16][S:17]2(=[O:18])=[O:19])=[O:33])[CH2:3][CH2:4][CH2:5][CH2:6]1>>[O:1]1[CH:2]([O:7][NH:8][C:9]([CH2:10][C:11]2([c:20]3[s:21][c:22](-[c:25]4[cH:26][cH:27][c:28]([CH2:31][CH3:32])[cH:29][cH:30]4)[cH:23][cH:24]3)[CH2:12][CH2:13][N:14]([CH2:41][c:39]3[cH:38][cH:37][cH:36][c:35]([CH3:34])[n:40]3)[CH2:15][CH2:16][S:17]2(=[O:18])=[O:19])=[O:33])[CH2:3][CH2:4][CH2:5][CH2:6]1. Starting materials: CC1(CC2=C(C(NC1)=O)SC(=N2)N2CCOC1=C2C=C(C=C1)O)C (7,7-Dimethyl-2-(6-hydroxy-2,3-dihydrobenzo[1,4]oxazin-4-yl)-5,6,7,8-tetrahydro-thiazolo[5,4-c]azepin-4-one), N1CCOCC1 (morpholine), CC(C)([O-])C.[Na+] (sodium tert-butoxide). The reagents and catalysts are C(C)(=O)[O-].[Pd+2].C(C)(=O)[O-] (palladium(II) acetate). Run in C1CCOC1 (THF). Conditions: temperature 140 celsius. Yields the product CC1(CC(C2=C(N=C(S2)N2CCOC3=C2C=C(C=C3)N3CCOCC3)C1)=O)C (5,5-Dimethyl-2-[6-(morpholin-4-yl)-2,3-dihydrobenzo[1,4]oxazin-4-yl]-5,6-dihydro-4H-benzothiazol-7-one). Isolated yield 8.9%. Reaction SMILES: [CH3:1][C:2]1([CH3:24])CN[C:6](=[O:9])[C:5]2[S:10][C:11]([N:13]3[C:18]4[CH:19]=[C:20](O)[CH:21]=[CH:22][C:17]=4[O:16][CH2:15][CH2:14]3)=[N:12][C:4]=2[CH2:3]1.[NH:25]1[CH2:30][CH2:29][O:28][CH2:27][CH2:26]1.[CH3:31]C(C)([O-])C.[Na+]>C1COCC1.C([O-])(=O)C.[Pd+2].C([O-])(=O)C>[CH3:24][C:2]1([CH3:31])[CH2:3][C:4]2[N:12]=[C:11]([N:13]3[C:18]4[CH:19]=[C:20]([N:25]5[CH2:30][CH2:29][O:28][CH2:27][CH2:26]5)[CH:21]=[CH:22][C:17]=4[O:16][CH2:15][CH2:14]3)[S:10][C:5]=2[C:6](=[O:9])[CH2:1]1 |f:2.3,5.6.7|. Procedure details: Using Example 7 (50 mg, 0.14 mmol), morpholine (1.2 mL, 1.15 mmol), sodium tert-butoxide (41 mg, 0.43 mmol), palladium(II) acetate (2 mg, 0.007 mmol) and (But)3PBF4 (0.004 g, 0.014 mmol) in THF (3 mL) heated to 140° C. under microwave irradiation, for 60 min. The crude material was purified by prep HPLC to give the title compound as an off-white solid (5 mg, 11%). δH (CDCl3) 1.15 (6H, s), 2.43 (2H, s), 2.75 (2H, s), 3.04-3.12 (4H, m), 3.83-3.91 (4H, m), 4.20-4.25 (2H, m), 4.26-4.31 (2H, m), 6.70... Reactants: polyphosphoric acid, N(C1=CC=CC=C1)C1=C(C(=O)O)C=C(C(=C1)C(=O)O)NC1=CC=CC=C1 (2,5 -dianilinoterephthalic acid), C1(=CC=C(C=C1)NC1=C(C(=O)O)C=C(C(=C1)C(=O)O)NC1=CC=C(C=C1)C)C (2,5di(4-toluidino) terephthalic acid). Conditions: temperature 125 celsius. The product is C1=CC=C2C(=C1)C(=O)C3=CC4=C(C=C3N2)C(=O)C5=CC=CC=C5N4 (quinacridone). Reaction SMILES: [NH:1]([C:8]1[CH:16]=[C:15]([C:17](O)=[O:18])[C:14]([NH:20][C:21]2[CH:26]=[CH:25][CH:24]=[CH:23][CH:22]=2)=[CH:13][C:9]=1[C:10](O)=[O:11])[C:2]1[CH:7]=[CH:6][CH:5]=[CH:4][CH:3]=1.C1(C)C=CC(NC2C=C(C(O)=O)C(NC3C=CC(C)=CC=3)=CC=2C(O)=O)=CC=1>>[CH:24]1[CH:25]=[C:26]2[C:17]([C:15]3[C:14]([NH:20][C:21]2=[CH:22][CH:23]=1)=[CH:13][C:9]1[C:10]([C:7]2[C:2]([NH:1][C:8]=1[CH:16]=3)=[CH:3][CH:4]=[CH:5][CH:6]=2)=[O:11])=[O:18]. Reported procedure: 450 parts of polyphosphoric acid containing 85.0% P2O5 are metered into a stirred vessel. Then 135 parts of 2,5 -dianilinoterephthalic acid and 15 parts of 2,5di(4-toluidino) terephthalic acid are introduced at 125° C. with stirring and the mixture is heated at 125° C. for 1 hour during which ring closure takes place to form the quinacridone. The reaction mixture is subsequently metered with stirring over 2 minutes (CG: 50%/min) into 1607.5 parts of 80% strength phosphoric acid at 135° C., durin...